From a dataset of the Open Reaction Database (ORD), a public repository of structured organic reaction records. describe an organic reaction: reactants, conditions, products, and yield The reactants are ClC1=NC2=CC=C(C=C2C(=N1)Cl)OC (2,4-dichloro-6-methoxy-quinazoline), NC1=CC=CC=C1 (aniline), C(C)(C)N(C(C)C)CC (N,N-diisopropyl-ethylamine). The product is ClC1=NC2=CC=C(C=C2C(=N1)NC1=CC=CC=C1)OC (2-chloro-6-methoxy-4-phenylamino-quinazoline), ( A2 ). Reaction SMILES: [Cl:1][C:2]1[N:11]=[C:10](Cl)[C:9]2[C:4](=[CH:5][CH:6]=[C:7]([O:13][CH3:14])[CH:8]=2)[N:3]=1.[NH2:15][C:16]1[CH:21]=[CH:20][CH:19]=[CH:18][CH:17]=1.C(N(CC)C(C)C)(C)C>>[Cl:1][C:2]1[N:11]=[C:10]([NH:15][C:16]2[CH:21]=[CH:20][CH:19]=[CH:18][CH:17]=2)[C:9]2[C:4](=[CH:5][CH:6]=[C:7]([O:13][CH3:14])[CH:8]=2)[N:3]=1. Procedure details: In a procedure analogous to that of Example 1a 2,4-dichloro-6-methoxy-quinazoline (1.53 g) (prepared as described in J. Chem. Soc. 1948, 1759), aniline (0.8 g) (0.184 g) and N,N-diisopropyl-ethylamine (1.72 g) are reacted together to give 2-chloro-6-methoxy-4-phenylamino-quinazoline as light yellow crystals melting at 177-179° C., Rf (A2) 0.59.